From a dataset of the Open Reaction Database (ORD), a public repository of structured organic reaction records. describe an organic reaction: reactants, conditions, products, and yield Starting materials: CC=1C=C(C=C(C1)C)B(O)O (3,5-dimethylphenylboronic acid), C([O-])([O-])=O.[Na+].[Na+] (sodium carbonate), ClC1=NC=NC(=C1)Cl (4,6-dichloropyrimidine), CC=1C=C(C=C(C1)C)B(O)O (3,5-dimethylphenylboronic acid), C([O-])([O-])=O.[Na+].[Na+] (sodium carbonate). Reagents/catalysts: Cl[Pd]([P](C1=CC=CC=C1)(C2=CC=CC=C2)C3=CC=CC=C3)([P](C4=CC=CC=C4)(C5=CC=CC=C5)C6=CC=CC=C6)Cl (Pd(PPh3)2Cl2), Cl[Pd]([P](C1=CC=CC=C1)(C2=CC=CC=C2)C3=CC=CC=C3)([P](C4=CC=CC=C4)(C5=CC=CC=C5)C6=CC=CC=C6)Cl (bis(triphenylphosphine)palladium(II) dichloride). Solvent: CN1CCCN(C1=O)C (DMPU), O (water), O (water), CN1C(N(CCC1)C)=O (1,3-dimethyl-3,4,5,6-tetrahydro-2(1H)pyrimidinone). Run at time 60 minute. Product: CC=1C=C(C=C(C1)C)C1=NC=NC(=C1)C1=CC(=CC(=C1)C)C (4,6-Bis(3,5-Dimethylphenyl)Pyrimidine). As a reaction SMILES: Cl[C:2]1[CH:7]=[C:6](Cl)[N:5]=[CH:4][N:3]=1.[CH3:9][C:10]1[CH:11]=[C:12](B(O)O)[CH:13]=[C:14]([CH3:16])[CH:15]=1.C(=O)([O-])[O-].[Na+].[Na+]>Cl[Pd](Cl)([P](C1C=CC=CC=1)(C1C=CC=CC=1)C1C=CC=CC=1)[P](C1C=CC=CC=1)(C1C=CC=CC=1)C1C=CC=CC=1.CN1C(=O)N(C)CCC1.O>[CH3:9][C:10]1[CH:11]=[C:12]([C:2]2[CH:7]=[C:6]([C:12]3[CH:13]=[C:14]([CH3:16])[CH:15]=[C:10]([CH3:9])[CH:11]=3)[N:5]=[CH:4][N:3]=2)[CH:13]=[C:14]([CH3:16])[CH:15]=1 |f:2.3.4,^1:28,47|. Reported procedure: In a recovery flask equipped with a reflux pipe were put 5.97 g of 4,6-dichloropyrimidine, 12.04 g of 3,5-dimethylphenylboronic acid, 8.48 g of sodium carbonate, 0.34 g of bis(triphenylphosphine)palladium(II) dichloride (Pd(PPh3)2Cl2), 20 mL of water, and 20 mL of 1,3-dimethyl-3,4,5,6-tetrahydro-2(1H)pyrimidinone (abbreviation: DMPU), and the air in the flask was replaced with argon. This reaction container was subjected to irradiation with microwaves (2.45 GHz, 100 W) for 60 minutes to be heate... Starting materials: C(=O)(O)[O-].[Na+] (NaHCO3), OB1OCC2=C1C=CC(=C2)OC2=CC=C(C(=O)O)C=C2 (4-(1-hydroxy-1,3-dihydro-benzo[c][1,2]oxaborol-5-yloxy)-benzoic acid), B(OC)(OC)OC (trimethyl borate), CO (MeOH). Solvent: CCOC(=O)C (EtOAc), C1CCOC1 (THF), C1CCOC1 (THF). Run at time 8 hour. Product: OCC1=CC=C(OC2=CC3=C(B(OC3)O)C=C2)C=C1 (5-(4-hydroxymethyl-phenoxy)-3H-benzo[c][1,2]oxaborol-1-ol). Reaction SMILES: [OH:1][B:2]1[C:6]2[CH:7]=[CH:8][C:9]([O:11][C:12]3[CH:20]=[CH:19][C:15]([C:16](O)=[O:17])=[CH:14][CH:13]=3)=[CH:10][C:5]=2[CH2:4][O:3]1.B(OC)(OC)OC.CO.C([O-])(O)=O.[Na+]>C1COCC1.CCOC(C)=O>[OH:17][CH2:16][C:15]1[CH:19]=[CH:20][C:12]([O:11][C:9]2[CH:8]=[CH:7][C:6]3[B:2]([OH:1])[O:3][CH2:4][C:5]=3[CH:10]=2)=[CH:13][CH:14]=1 |f:3.4|. Reported procedure: To a solution of 4-(1-hydroxy-1,3-dihydro-benzo[c][1,2]oxaborol-5-yloxy)-benzoic acid (200 mg, 0.74 mmol, 1.0 eq.), trimethyl borate (0.5 mL, 4.4 mmol, 6.0 eq.) in THF (7.0 mL) was added borane tetrahydrofuran complex solution (1.5 mL, 1.0 M in THF, 1.5 mmol, 2.0 eq.) dropwise under nitrogen atmosphere. The mixture was stirred at room temperature overnight. The mixture was carefully treated with MeOH (2 mL) and poured into EtOAc (10 mL) and sat. NaHCO3 (10 mL). The layers were separated and the ... Reactants: COC=1C=C2C(=CC=NC2=CC1)CCC[C@H]1[C@H](CN(CC1)CCSC1=C(C=CC=C1)F)C(=O)OC (methyl (3R,4R)-4-[3-(6-methoxyquinolin-4-yl)propyl]-1-[2-(2-fluorophenylthio)ethyl]piperidine-3-carboxylate), [OH-].[Na+] (sodium hydroxide), Cl (hydrochloric acid). The solvent is O (water), CO (methanol). Run at temperature 60 celsius, time 20 hour. The product is Cl.COC=1C=C2C(=CC=NC2=CC1)CCC[C@H]1[C@H](CN(CC1)CCSC1=C(C=CC=C1)F)C(=O)O ((3R,4R)-4-(3-(6-methoxyquinolin-4-yl)propyl]-1-[2-(2-fluorophenylthio)ethyl]piperidine-3-carboxylic acid hydrochloride). Reaction SMILES: [CH3:1][O:2][C:3]1[CH:4]=[C:5]2[C:10](=[CH:11][CH:12]=1)[N:9]=[CH:8][CH:7]=[C:6]2[CH2:13][CH2:14][CH2:15][C@@H:16]1[CH2:21][CH2:20][N:19]([CH2:22][CH2:23][S:24][C:25]2[CH:30]=[CH:29][CH:28]=[CH:27][C:26]=2[F:31])[CH2:18][C@@H:17]1[C:32]([O:34]C)=[O:33].[OH-].[Na+].[ClH:38]>CO.O>[ClH:38].[CH3:1][O:2][C:3]1[CH:4]=[C:5]2[C:10](=[CH:11][CH:12]=1)[N:9]=[CH:8][CH:7]=[C:6]2[CH2:13][CH2:14][CH2:15][C@@H:16]1[CH2:21][CH2:20][N:19]([CH2:22][CH2:23][S:24][C:25]2[CH:30]=[CH:29][CH:28]=[CH:27][C:26]=2[F:31])[CH2:18][C@@H:17]1[C:32]([OH:34])=[O:33] |f:1.2,6.7|. Procedure: A mixture of 0.12 g of methyl (3R,4R)-4-[3-(6-methoxyquinolin-4-yl)propyl]-1-[2-(2-fluorophenylthio)ethyl]piperidine-3-carboxylate and 0.6 cm3 of N aqueous sodium hydroxide in 1.8 cm3 of methanol was stirred for 20 hours at a temperature in the region of 60° C. The reaction mixture was evaporated under reduced pressure (5 kPa) at a temperature in the region of 40° C. The residue obtained was taken up in 5 cm3 of water and acidified with 1 cm3 of 2N aqueous hydrochloric acid. The mixture was agai... The reactants are BrCc1ccccc1, OCCCO, CC(C)(C)[O-], Cl, [K+], C1CCOC1, O. Product: OCCCOCc1ccccc1. As a reaction SMILES: [Br:6][CH2:7][c:8]1[cH:9][cH:10][cH:11][cH:12][cH:13]1.[CH2:1]([CH2:2][CH2:3][OH:4])[OH:5].[CH3:14][C:15]([CH3:16])([O-:17])[CH3:18].[ClH:20].[K+:19].[O:21]1[CH2:22][CH2:23][CH2:24][CH2:25]1.[OH2:26]>>[CH2:1]([CH2:2][CH2:3][O:4][CH2:7][c:8]1[cH:9][cH:10][cH:11][cH:12][cH:13]1)[OH:5]. The reactants are C1(CC1)N1C=C(C(C2=C(C(=C(C(=C12)F)F)F)C=C)=O)C(=O)O (1-cyclopropyl-6,7,8-trifluoro-1,4-dihydro-4-oxo-5-vinyl-3-quinolinecarboxylic acid), CC1C2C(CN1)CNC2 (4-methyl-octahydropyrrolo[3,4-c]pyrrole), C1CN2CCN1CC2 (DABCO). Solvent: C(C)#N (acetonitrile), CN(C=O)C (dimethylformamide). Yields the product C1(CC1)N1C=C(C(C2=C(C(=C(C(=C12)F)N1CC2CN(CC2C1)C)F)C=C)=O)C(=O)O (1-cyclopropyl-6,8-difluoro-1,4-dihydro-7-(5-methyl-hexahydro-pyrrolo[3,4-c]pyrrol-2-yl)-4-oxo-5-vinyl-3-quinolinecarboxylic acid). Yield: 80.9%. RXN SMILES: [CH:1]1([N:4]2[C:13]3[C:8](=[C:9]([CH:17]=[CH2:18])[C:10]([F:16])=[C:11](F)[C:12]=3[F:14])[C:7](=[O:19])[C:6]([C:20]([OH:22])=[O:21])=[CH:5]2)[CH2:3][CH2:2]1.C[CH:24]1[NH:28][CH2:27][CH:26]2[CH2:29][NH:30][CH2:31][CH:25]12.[CH2:32]1N2CCN(CC2)C1>C(#N)C.CN(C)C=O>[CH:1]1([N:4]2[C:13]3[C:8](=[C:9]([CH:17]=[CH2:18])[C:10]([F:16])=[C:11]([N:28]4[CH2:27][CH:26]5[CH:25]([CH2:31][N:30]([CH3:32])[CH2:29]5)[CH2:24]4)[C:12]=3[F:14])[C:7](=[O:19])[C:6]([C:20]([OH:22])=[O:21])=[CH:5]2)[CH2:2][CH2:3]1. Reported procedure: 0.46 g of 1-cyclopropyl-6,7,8-trifluoro-1,4-dihydro-4-oxo-5-vinyl-3-quinolinecarboxylic acid, 0.29 g of 4-methyl-octahydropyrrolo[3,4-c]pyrrole and 0.18 g of DABCO are refluxed for 2 hours in a mixture of 3 ml of acetonitrile and 1.5 ml of dimethylformamide. The reaction mixture is subsequently concentrated, and the residue is treated with 10 ml of water. The solid is filtered off with suction, washed with water and dried. 0.5 g of 1-cyclopropyl-6,8-difluoro-1,4-dihydro-7-(5-methyl-hexahydro-pyr...